The task is: describe an organic reaction: reactants, conditions, products, and yield. This data is from the Open Reaction Database (ORD), a public repository of structured organic reaction records. The reactants are ClC(C(OC(C1=CC=CC=C1)C1=NC=C(C=C1)Br)=N)(Cl)Cl ((5-bromopyridin-2-yl)(phenyl)methyl 2,2,2-trichloroethanimidoate), C(#N)CNC([C@H](CC(C)C)O)=O ((2S)-N-(cyanomethyl)-2-hydroxy-4-methylpentanamide), C12(C(=O)CC(CC1)C2(C)C)CS(=O)(=O)O (camphor sulfonic acid). The solvent is ClCCCl (1,2-dichloroethane). The product is BrC=1C=CC(=NC1)C(O[C@H](C(=O)NCC#N)CC(C)C)C1=CC=CC=C1 ((2S)-2-[(5-bromopyridin-2-yl)(phenyl)methoxy]-N-(cyanomethyl)-4-methylpentanamide). RXN SMILES: ClC(Cl)(Cl)C(=N)O[CH:5]([C:12]1[CH:17]=[CH:16][C:15]([Br:18])=[CH:14][N:13]=1)[C:6]1[CH:11]=[CH:10][CH:9]=[CH:8][CH:7]=1.[C:22]([CH2:24][NH:25][C:26](=[O:33])[C@@H:27]([OH:32])[CH2:28][CH:29]([CH3:31])[CH3:30])#[N:23].C12(CS(O)(=O)=O)C(C)(C)C(CC1)CC2=O>ClCCCl>[Br:18][C:15]1[CH:16]=[CH:17][C:12]([CH:5]([C:6]2[CH:7]=[CH:8][CH:9]=[CH:10][CH:11]=2)[O:32][C@@H:27]([CH2:28][CH:29]([CH3:30])[CH3:31])[C:26]([NH:25][CH2:24][C:22]#[N:23])=[O:33])=[N:13][CH:14]=1. Procedure details: To a solution of (5-bromopyridin-2-yl)(phenyl)methyl 2,2,2-trichloroethanimidoate from example 53 step 2 (2 g, 4.9 mmol) in 1,2-dichloroethane (50 mL) was added (2S)-N-(cyanomethyl)-2-hydroxy-4-methylpentanamide (830 mg, 4.9 mmol, 1 eg) and camphor sulfonic acid (114 mg, 0.49 mmol, 0.10 eg). The suspension was heated to reflux for 18 hours, then concentrated to dryness. Residue was chromatographed with 25% EtOAc/hexane to yield the title compound. Starting materials: N1C(=O)NC(=O)C(C)=C1 (thymine), C(C1=CC=CC=C1)Br (benzyl bromide), C([O-])([O-])=O.[K+].[K+] (potassium carbonate), CN(C)C=O (DMF). The solvent is O (water). Conditions: temperature 25 celsius, time 12 hour. The product is C(C1=CC=CC=C1)N1C(NC(C(=C1)C)=O)=O (1-benzyl-5-methyl-2,4(1H,3H)-pyrimidinedione). Isolated yield 72.0%. Reaction SMILES: [NH:1]1[CH:9]=[C:7]([CH3:8])[C:5](=[O:6])[NH:4][C:2]1=[O:3].[CH2:10](Br)[C:11]1[CH:16]=[CH:15][CH:14]=[CH:13][CH:12]=1.C(=O)([O-])[O-].[K+].[K+].CN(C=O)C>O>[CH2:10]([N:1]1[CH:9]=[C:7]([CH3:8])[C:5](=[O:6])[NH:4][C:2]1=[O:3])[C:11]1[CH:16]=[CH:15][CH:14]=[CH:13][CH:12]=1 |f:2.3.4|. Procedure details: A mixture of thymine (7.68 g, 61 mmol), benzyl bromide (10.55 g, 61 mmol), potassium carbonate (17.05 g, 123 mmol) and DMF (90 mL) was stirred 12 hours at 25° C. The reaction mixture was poured into water (500 mL) and extracted with ethyl acetate (3×200 mL). The combined extract was washed with water (5×100 mL), dried (Na2SO4) and concentrated in vacuo. The residue was crystallized from hexane/ethyl acetate to give 1-benzyl-5-methyl-2,4(1H,3H)-pyrimidinedione (9.4 g, 43.9 mmol), m.p. 170°-173° C... The reactants are C1(=CC=CC=C1)C1=CN=C2N1C=CC(=C2)C2=CC(N(C=C2)CCCN2CCCCC2)=O (4-(3-phenylimidazo[1,2-a]pyridin-7-yl)-1-(3-piperidin-1-ylpropyl)pyridin-2(1H)-one), C(Cl)(Cl)Cl (chloroform), FC(C(=O)O)(F)F (trifluoracetic acid). Solvent: O (water). Yields the product O=C1N(C=CC(=C1)C1=CC=2N(C=C1)C(=CN2)C2=CC=CC=C2)CCC=O (3-[2-oxo-4-(3-phenylimidazo[1,2-a]pyridin-7-yl)pyridin-1(2H)-yl]propanal). RXN SMILES: [C:1]1([C:7]2[N:11]3[CH:12]=[CH:13][C:14]([C:16]4[CH:21]=[CH:20][N:19]([CH2:22][CH2:23][CH2:24]N5CCCCC5)[C:18](=[O:31])[CH:17]=4)=[CH:15][C:10]3=[N:9][CH:8]=2)[CH:6]=[CH:5][CH:4]=[CH:3][CH:2]=1.C(Cl)(Cl)Cl.FC(F)(F)C(O)=[O:39]>O>[O:31]=[C:18]1[CH:17]=[C:16]([C:14]2[CH:13]=[CH:12][N:11]3[C:7]([C:1]4[CH:2]=[CH:3][CH:4]=[CH:5][CH:6]=4)=[CH:8][N:9]=[C:10]3[CH:15]=2)[CH:21]=[CH:20][N:19]1[CH2:22][CH2:23][CH:24]=[O:39]. Reported procedure: To a solution of 4-(3-phenylimidazo[1,2-a]pyridin-7-yl)-1-(3-piperidin-1-ylpropyl)pyridin-2(1H)-one (0.210 g, 0.503 mmol) in 5.0 mL of a 2:1 solution of chloroform: (50% trifluoracetic acid:water) at 0° C. After 1 hour solvent was removed under reduced pressure to give 3-[2-oxo-4-(3-phenylimidazo[1,2-a]pyridin-7-yl)pyridin-1(2H)-yl]propanal. 1H NMR (CDCl3) δ 8.94 (s, 1H), 8.90 (d, 1H, J=6.84 Hz), 8.05 (s, 1H), 7.73–7.64 (m, 6H), 7.60 (m, 4H), 4.90 (t, 2H, J=5.13 Hz), 2.60 (m, 2H). LCMS m/z (M+1)... Reactants: C=C(Cl)Cl, CC(C)C(=O)Cl. The product is CC(C)C(=O)C=C(Cl)Cl. As a reaction SMILES: [C:1](=[CH2:2])([Cl:3])[Cl:4].[C:5]([CH:6]([CH3:7])[CH3:8])(=[O:9])[Cl:10]>>[C:1](=[CH:2][C:5]([CH:6]([CH3:7])[CH3:8])=[O:9])([Cl:3])[Cl:4]. The reactants are C(C)OC(=O)C1OC2=C(NC1)C=CC=C2 (2(R,S)-ethoxycarbonyl-3,4-dihydro-2H-1,4-benzoxazine), C(C)(C)(C)OC(CN)=O (glycine-tert-butyl ester). Run in C1(=CC=CC=C1)C (toluene). Run at time 5 hour. Yields the product C(C)(C)(C)OC(=O)CNC(=O)C1OC2=C(NC1)C=CC=C2 (2(R,S)-(tert-butoxycarbonylmethylaminocarbonyl)-3,4-dihydro-2H-1,4-benzoxazine), phase Z. As a reaction SMILES: C(O[C:4]([CH:6]1[CH2:11][NH:10][C:9]2[CH:12]=[CH:13][CH:14]=[CH:15][C:8]=2[O:7]1)=[O:5])C.[C:16]([O:20][C:21](=[O:24])[CH2:22][NH2:23])([CH3:19])([CH3:18])[CH3:17]>C1(C)C=CC=CC=1>[C:16]([O:20][C:21]([CH2:22][NH:23][C:4]([CH:6]1[CH2:11][NH:10][C:9]2[CH:12]=[CH:13][CH:14]=[CH:15][C:8]=2[O:7]1)=[O:5])=[O:24])([CH3:19])([CH3:18])[CH3:17]. Reported procedure: 1.0 g of 2(R,S)-ethoxycarbonyl-3,4-dihydro-2H-1,4-benzoxazine and 1.2 g of glycine-tert-butyl ester are heated at 80° C. in 10 ml of toluene. After 5 h, the mixture is evaporated and pure 2(R,S)-(tert-butoxycarbonylmethylaminocarbonyl)-3,4-dihydro-2H-1,4-benzoxazine is isolated by means of FC over 100 g of silica gel (mobile phase Z): Rf (Z)=0.38. Starting materials: CC(C)(C)O[Al](OC(C)(C)C)OC(C)(C)C, [Cl-], Cl, [H-], [Li+], O=C(O)c1ccc2c(c1)Sc1ccc([N+](=O)[O-])cc1C=C2, C1CCOC1. Yields the product O=Cc1ccc2c(c1)Sc1ccc([N+](=O)[O-])cc1C=C2. Reaction SMILES: [C:24]([O:25][Al:26]([O:27][C:28]([CH3:29])([CH3:30])[CH3:31])[O:32][C:33]([CH3:34])([CH3:35])[CH3:36])([CH3:37])([CH3:38])[CH3:39].[Cl-:1].[ClH:41].[H-:23].[Li+:40].[N+:2](=[O:3])([O-:4])[c:5]1[cH:6][cH:7][c:8]2[c:9]([cH:22]1)[CH:10]=[CH:11][c:12]1[c:13]([cH:15][c:16]([C:19](=[O:20])[OH:21])[cH:17][cH:18]1)[S:14]2.[O:42]1[CH2:43][CH2:44][CH2:45][CH2:46]1>>[N+:2](=[O:3])([O-:4])[c:5]1[cH:6][cH:7][c:8]2[c:9]([cH:22]1)[CH:10]=[CH:11][c:12]1[c:13]([cH:15][c:16]([CH:19]=[O:20])[cH:17][cH:18]1)[S:14]2. Reactants: O=C([O-])[O-], CC(=O)[O-], CC(=O)[O-], Cc1ccccc1, [Cs+], [Cs+], COc1cc2c(Cl)ccnc2cc1OS(=O)(=O)C(F)(F)F, NCCN1CCOCC1, O, [Pd+2], c1ccc(P(c2ccccc2)c2ccc3ccccc3c2-c2c(P(c3ccccc3)c3ccccc3)ccc3ccccc23)cc1. Yields the product COc1cc2c(Cl)ccnc2cc1NCCN1CCOCC1. As a reaction SMILES: [C:77](=[O:78])([O-:79])[O-:80].[C:90]([O-:91])(=[O:92])[CH3:93].[C:95]([O-:96])(=[O:97])[CH3:98].[CH3:83][c:84]1[cH:85][cH:86][cH:87][cH:88][cH:89]1.[Cs+:81].[Cs+:82].[F:47][C:48]([F:49])([F:50])[S:51]([O:52][c:53]1[c:54]([O:64][CH3:65])[cH:55][c:56]2[c:57]([Cl:63])[cH:58][cH:59][n:60][c:61]2[cH:62]1)(=[O:66])=[O:67].[O:68]1[CH2:69][CH2:70][N:71]([CH2:74][CH2:75][NH2:76])[CH2:72][CH2:73]1.[OH2:99].[Pd+2:94].[c:1]1([P:2]([c:3]2[cH:4][cH:5][cH:6][cH:7][cH:8]2)[c:9]2[cH:10][cH:11][c:12]3[c:13]([cH:14][cH:15][cH:16][cH:17]3)[c:18]2-[c:19]2[c:20]3[c:21]([cH:22][cH:23][cH:24][cH:25]3)[cH:26][cH:27][c:28]2[P:29]([c:30]2[cH:31][cH:32][cH:33][cH:34][cH:35]2)[c:36]2[cH:37][cH:38][cH:39][cH:40][cH:41]2)[cH:42][cH:43][cH:44][cH:45][cH:46]1>>[c:53]1([NH:76][CH2:75][CH2:74][N:71]2[CH2:70][CH2:69][O:68][CH2:73][CH2:72]2)[c:54]([O:64][CH3:65])[cH:55][c:56]2[c:57]([Cl:63])[cH:58][cH:59][n:60][c:61]2[cH:62]1. The reactants are CC1=C(C(=CC(=C1)N1CCOCC1)C)C=1NC2=C(N1)C=CC(=C2)C(=O)NNC(C2=CC=C(C=C2)Cl)=O (4-Chloro-benzoic acid N′-[2-(2,6-dimethyl-4-morpholin-4-yl-phenyl)-3H-benzoimidazole-5-carbonyl]-hydrazide), [OH-].COC(=O)NS(=O)(=O)[N+](CC)(CC)CC ((methoxycarbonylsulfamoyl)triethylammonium hydroxide). Run in C1CCOC1 (THF), O (water), CCCCCCC (heptane). Yields the product ClC1=CC=C(C=C1)C1=NN=C(O1)C=1C=CC2=C(NC(=N2)C2=C(C=C(C=C2C)N2CCOCC2)C)C1 (6-[5-(4-Chloro-phenyl)-[1,3,4]oxadiazol-2-yl]-2-(2,6-dimethyl-4-morpholin-4-yl-phenyl)-1H-benzoimidazole). As a reaction SMILES: [CH3:1][C:2]1[CH:7]=[C:6]([N:8]2[CH2:13][CH2:12][O:11][CH2:10][CH2:9]2)[CH:5]=[C:4]([CH3:14])[C:3]=1[C:15]1[NH:16][C:17]2[CH:23]=[C:22]([C:24]([NH:26][NH:27][C:28](=O)[C:29]3[CH:34]=[CH:33][C:32]([Cl:35])=[CH:31][CH:30]=3)=[O:25])[CH:21]=[CH:20][C:18]=2[N:19]=1.[OH-].COC(NS([N+](CC)(CC)CC)(=O)=O)=O>C1COCC1.O.CCCCCCC>[Cl:35][C:32]1[CH:31]=[CH:30][C:29]([C:28]2[O:25][C:24]([C:22]3[CH:21]=[CH:20][C:18]4[N:19]=[C:15]([C:3]5[C:2]([CH3:1])=[CH:7][C:6]([N:8]6[CH2:13][CH2:12][O:11][CH2:10][CH2:9]6)=[CH:5][C:4]=5[CH3:14])[NH:16][C:17]=4[CH:23]=3)=[N:26][N:27]=2)=[CH:34][CH:33]=1 |f:1.2|. Procedure: 252 mg of 4-Chloro-benzoic acid N′-[2-(2,6-dimethyl-4-morpholin-4-yl-phenyl)-3H-benzoimidazole-5-carbonyl]-hydrazide was placed in a microwave tube and dissolved in 4 ml of THF. 300 mg of (methoxycarbonylsulfamoyl)triethylammonium hydroxide (Burgess Reagent) was added and the tube was sealed and microwaved at 150° C. for 30 minutes. The reaction was then diluted with water and heptane. The precipitates were collected by filtration and purified by column chromatography (heptane:ethyl acetate=1:1 ... Reactants: CO (MeOH), CCOC(=O)C (EtOAc), [Si](C)(C)(C)OS(=O)(=O)C(F)(F)F (TMSOTf), C/C(=N\[Si](C)(C)C)/O[Si](C)(C)C (N,O-Bis(trimethylsilyl)acetamide), N1C(=O)NC(=O)C=C1 (uracil), Compound 54. The solvent is O (H2O), C(C)#N (acetonitrile). Reaction conditions: time 30 minute. Product: CC(=O)CC(=O)CC(=O)O (triacetate). Reaction SMILES: [CH3:1]/[C:2](/[O:8][Si](C)(C)C)=N\[Si](C)(C)C.N1C=[CH:19][C:17](=[O:18])NC1=O.[Si](OS(C(F)(F)F)(=O)=O)(C)(C)C.CO.CC[O:37][C:38]([CH3:40])=[O:39]>C(#N)C.O>[CH3:1][C:2]([CH2:19][C:17]([CH2:40][C:38]([OH:37])=[O:39])=[O:18])=[O:8]. Procedure: N,O-Bis(trimethylsilyl)acetamide (BSA, 54.7 mL, 224 mmol) was added to a stirred suspension of uracil (10.2 g, 90.7 mmol) and Compound 54 (31.1 g, 60.4 mmoles) in dry acetonitrile (300 mL). After stirring at rt for 30 min a clear solution was observed, and the reaction was cooled to 0 OC under nitrogen. Trimethylsilyfluoromethanesulfonate (TMSOTf, 21.9 mL, 121 mmol) was added and after the reaction was stirred at rt for 15 min, it was transferred to a preheated oil bath at 80° C. After stirring ...